Task: describe an organic reaction: reactants, conditions, products, and yield. Dataset: the Open Reaction Database (ORD), a public repository of structured organic reaction records Reactants: CC(=O)O, CCO, [Fe], O=C(Nc1ccc(Sc2ccc(NC(=O)c3ccc(Br)cn3)cc2[N+](=O)[O-])cc1)OCC1c2ccccc2-c2ccccc21. Yields the product Nc1cc(NC(=O)c2ccc(Br)cn2)ccc1Sc1ccc(NC(=O)OCC2c3ccccc3-c3ccccc32)cc1. As a reaction SMILES: [CH3:45][C:46](=[O:47])[OH:48].[CH3:50][CH2:51][OH:52].[Fe:49].[cH:1]1[cH:2][cH:3][cH:4][c:5]2[c:13]1[CH:12]([CH2:14][O:15][C:16]([NH:17][c:18]1[cH:19][cH:20][c:21]([S:24][c:25]3[c:26]([N+:41]([O-:42])=[O:43])[cH:27][c:28]([NH:31][C:32](=[O:33])[c:34]4[n:35][cH:36][c:37]([Br:40])[cH:38][cH:39]4)[cH:29][cH:30]3)[cH:22][cH:23]1)=[O:44])[c:11]1[c:6]-2[cH:7][cH:8][cH:9][cH:10]1>>[cH:1]1[cH:2][cH:3][cH:4][c:5]2[c:13]1[CH:12]([CH2:14][O:15][C:16]([NH:17][c:18]1[cH:19][cH:20][c:21]([S:24][c:25]3[c:26]([NH2:41])[cH:27][c:28]([NH:31][C:32](=[O:33])[c:34]4[n:35][cH:36][c:37]([Br:40])[cH:38][cH:39]4)[cH:29][cH:30]3)[cH:22][cH:23]1)=[O:44])[c:11]1[c:6]-2[cH:7][cH:8][cH:9][cH:10]1. Reactants: COC=1C=C(C=CC1OC)SC1=C(CCC1=CCCC1=CC=CC=C1)C(=O)O (2-[(3,4-dimethoxyphenyl)thio]-3-(3-phenylpropyl-1-yl)-1-cyclopentenecarboxylic acid), C(C(=O)Cl)(=O)Cl (oxalyl chloride), Cl (HCl), C[Si](ON)(C)C (O-(trimethylsilyl)hydroxylamine). Reported procedure: To a solution of 2-[(3,4-dimethoxyphenyl)thio]-3-(3-phenylpropyl-1-yl)-1-cyclopentenecarboxylic acid (0.6 g, 1.5 mmol) in dichloromethane (20 mL) is added 2 M oxalyl chloride (1.5 mL, 3 mmol). The mixture is stirred at room temperature for 15 minutes. The solvent is removed in vacuo and the residue is dissolved in dichloromethane and O-(trimethylsilyl)hydroxylamine (0.3 mL, 3 mmol) is added. The mixture is stirred at room temperature for 30 minutes. The mixture is poured into 5% HCl and is extra... As a reaction SMILES: [CH3:1][O:2][C:3]1[CH:4]=[C:5]([S:11][C:12]2[C:16](=[CH:17][CH2:18][CH2:19][C:20]3[CH:25]=[CH:24][CH:23]=[CH:22][CH:21]=3)[CH2:15][CH2:14][C:13]=2[C:26]([OH:28])=O)[CH:6]=[CH:7][C:8]=1[O:9][CH3:10].C(Cl)(=O)C(Cl)=O.C[Si](C)(C)[O:37][NH2:38].Cl>ClCCl>[OH:37][NH:38][C:26]([C:13]1[CH2:14][CH2:15][C:16](=[CH:17][CH2:18][CH2:19][C:20]2[CH:25]=[CH:24][CH:23]=[CH:22][CH:21]=2)[C:12]=1[S:11][C:5]1[CH:6]=[CH:7][C:8]([O:9][CH3:10])=[C:3]([O:2][CH3:1])[CH:4]=1)=[O:28]. Reaction conditions: time 15 minute. Solvent: ClCCl (dichloromethane). Product: ONC(=O)C1=C(C(CC1)=CCCC1=CC=CC=C1)SC1=CC(=C(C=C1)OC)OC (N-hydroxy-2-[(3,4-dimethoxyphenyl)thio]-3-(3-phenylpropyl-1 -yl)-1-cyclopentenecarboxamide).